This data is from the Open Reaction Database (ORD), a public repository of structured organic reaction records. The task is: describe an organic reaction: reactants, conditions, products, and yield Yields the product OC(C(=O)O[C@@H]1CC[C@H](CC1)N(C)CCC(=O)NC1=C(C=C(C=C1)CO[Si](C)(C)C(C)(C)C)F)(C=1SC=CC1)C=1SC=CC1 (trans-4-[(3-{[4-({[tert-butyl(dimethyl)silyl]oxy}methyl)-2-fluorophenyl]amino}-3-oxopropyl)(methyl)amino]cyclohexyl hydroxy(di-2-thienyl)acetate), C(C)(C)(C)[Si](OCC1=CC(=C(C=C1)NC(C=C)=O)F)(C)C (N-[4-({[tert-butyl(dimethyl)-silyl]oxy}methyl)-2-fluorophenyl]acrylamide), OC(C(=O)O[C@@H]1CC[C@H](CC1)NC)(C=1SC=CC1)C=1SC=CC1 (Trans-4-(methylamino)cyclohexyl hydroxy(di-2-thienyl)acetate). Procedure details: The title compound was obtained (44%) from N-[4-({[tert-butyl(dimethyl)-silyl]oxy}methyl)-2-fluorophenyl]acrylamide (intermediate 117; 0.5 g, 1.62 mmol), trans-4-(methylamino)cyclohexyl hydroxy(di-2-thienyl)acetate (intermediate 5, 0.51 g, 1.46 mmol) and sodium triacetoxyhydroborate (1.1 g, 5.24 mmol) following the experimental procedure as described in intermediate 30, followed by a purification by preparative reversed-phase HPLC (System 2). RXN SMILES: [C:1]([Si:5]([CH3:21])([CH3:20])[O:6][CH2:7][C:8]1[CH:13]=[CH:12][C:11]([NH:14][C:15](=[O:18])[CH:16]=[CH2:17])=[C:10]([F:19])[CH:9]=1)([CH3:4])([CH3:3])[CH3:2].[OH:22][C:23]([C:40]1[S:41][CH:42]=[CH:43][CH:44]=1)([C:35]1[S:36][CH:37]=[CH:38][CH:39]=1)[C:24]([O:26][C@H:27]1[CH2:32][CH2:31][C@H:30]([NH:33][CH3:34])[CH2:29][CH2:28]1)=[O:25].[Na]>>[OH:22][C:23]([C:35]1[S:36][CH:37]=[CH:38][CH:39]=1)([C:40]1[S:41][CH:42]=[CH:43][CH:44]=1)[C:24]([O:26][C@H:27]1[CH2:28][CH2:29][C@H:30]([N:33]([CH2:17][CH2:16][C:15]([NH:14][C:11]2[CH:12]=[CH:13][C:8]([CH2:7][O:6][Si:5]([C:1]([CH3:4])([CH3:3])[CH3:2])([CH3:21])[CH3:20])=[CH:9][C:10]=2[F:19])=[O:18])[CH3:34])[CH2:31][CH2:32]1)=[O:25].[C:1]([Si:5]([CH3:21])([CH3:20])[O:6][CH2:7][C:8]1[CH:13]=[CH:12][C:11]([NH:14][C:15](=[O:18])[CH:16]=[CH2:17])=[C:10]([F:19])[CH:9]=1)([CH3:4])([CH3:3])[CH3:2].[OH:22][C:23]([C:35]1[S:36][CH:37]=[CH:38][CH:39]=1)([C:40]1[S:41][CH:42]=[CH:43][CH:44]=1)[C:24]([O:26][C@H:27]1[CH2:28][CH2:29][C@H:30]([NH:33][CH3:34])[CH2:31][CH2:32]1)=[O:25] |^1:44|. Starting materials: C(C)(C)(C)[Si](OCC1=CC(=C(C=C1)NC(C=C)=O)F)(C)C (N-[4-({[tert-butyl(dimethyl)-silyl]oxy}methyl)-2-fluorophenyl]acrylamide), OC(C(=O)O[C@@H]1CC[C@H](CC1)NC)(C=1SC=CC1)C=1SC=CC1 (Trans-4-(methylamino)cyclohexyl hydroxy(di-2-thienyl)acetate), [Na] (sodium). The reactants are [BH4-], CC(C)(C)OC(=O)N1CC(F)CC1C(O)C(Cc1ccccc1)[N+](=O)[O-], CO, [Na+], Cl[Ni]Cl, O, O, O, O, O, O. Yields the product CC(C)(C)OC(=O)N1CC(F)CC1C(O)C(N)Cc1ccccc1. Reaction SMILES: [BH4-:27].[C:1]([CH3:2])([CH3:3])([CH3:4])[O:5][C:6](=[O:7])[N:8]1[CH:9]([CH:14]([CH:15]([CH2:16][c:17]2[cH:18][cH:19][cH:20][cH:21][cH:22]2)[N+:23]([O-:24])=[O:25])[OH:26])[CH2:10][CH:11]([F:13])[CH2:12]1.[CH3:29][OH:30].[Na+:28].[Ni:37]([Cl:38])[Cl:39].[OH2:31].[OH2:32].[OH2:33].[OH2:34].[OH2:35].[OH2:36]>>[C:1]([CH3:2])([CH3:3])([CH3:4])[O:5][C:6](=[O:7])[N:8]1[CH:9]([CH:14]([CH:15]([CH2:16][c:17]2[cH:18][cH:19][cH:20][cH:21][cH:22]2)[NH2:23])[OH:26])[CH2:10][CH:11]([F:13])[CH2:12]1. Reactants: C(C)(=O)OC(C)=O (acetic anhydride), ClC=1SC=CC1 (2-chlorothiophene). Reaction conditions: time 72 hour. The product is C(C)(=O)C=1SC(=CC1)Cl (2-acetyl-5-chlorothiophene). The yield is 52.0%. Reaction SMILES: [C:1](OC(=O)C)(=[O:3])[CH3:2].[Cl:8][C:9]1[S:10][CH:11]=[CH:12][CH:13]=1>>[C:1]([C:11]1[S:10][C:9]([Cl:8])=[CH:13][CH:12]=1)(=[O:3])[CH3:2]. Procedure details: 5.9 g of activated clay (product of Nacalai Tesque, Inc.) and 25.5 g (0.25 moles) of acetic anhydride were introduced into a 100 ml 4-necked flask equipped with a stirrer, condenser, thermometer, and dropping funnel. 29.6 g (0.25 moles) of 2-chlorothiophene was added dropwise at 45° C. to 55° C. over 1 hour. After the dropwise addition, the reaction was allowed to proceed at 50° C. for 72 hours. After the reaction, the activated clay was separated by filtration to give a dark brown filtrate. The... The reactants are C1CCOC1, CN, O=[N+]([O-])c1cnc(Cl)nc1Cl. The product is CNc1nc(Cl)ncc1[N+](=O)[O-]. RXN SMILES: [CH2:14]1[O:15][CH2:16][CH2:17][CH2:18]1.[CH3:12][NH2:13].[Cl:1][c:2]1[n:3][cH:4][c:5]([N+:9](=[O:10])[O-:11])[c:6]([Cl:8])[n:7]1>>[Cl:1][c:2]1[n:3][cH:4][c:5]([N+:9](=[O:10])[O-:11])[c:6]([NH:13][CH3:12])[n:7]1. Reactants: BrC1=CC=2[C@@]3(C4=CC(=CC=C4OC2C=C1)OCC(C)(C)C)N=C(OC3)N ((R)-2′-bromo-7′-(neopentyloxy)-5H-spiro[oxazole-4,9′-xanthen]-2-amine). The reagents and catalysts are [Pd] (palladium). The solvent is C(C)O (ethanol). Run at time 8 hour. The product is C(C(C)(C)C)OC1=CC=2[C@]3(C4=CC=CC=C4OC2C=C1)N=C(OC3)N ((S)-2′-(neopentyloxy)-5H-spiro[oxazole-4,9′-xanthen]-2-amine). Reaction SMILES: Br[C:2]1[CH:15]=[CH:14][C:13]2[O:12][C:11]3[C:6](=[CH:7][C:8]([O:16][CH2:17][C:18]([CH3:21])([CH3:20])[CH3:19])=[CH:9][CH:10]=3)[C@:5]3([CH2:25][O:24][C:23]([NH2:26])=[N:22]3)[C:4]=2[CH:3]=1>[Pd].C(O)C>[CH2:17]([O:16][C:8]1[CH:9]=[CH:10][C:11]2[O:12][C:13]3[C:4](=[CH:3][CH:2]=[CH:15][CH:14]=3)[C@@:5]3([CH2:25][O:24][C:23]([NH2:26])=[N:22]3)[C:6]=2[CH:7]=1)[C:18]([CH3:21])([CH3:20])[CH3:19]. Reported procedure: A mixture of (R)-2′-bromo-7′-(neopentyloxy)-5H-spiro[oxazole-4,9′-xanthen]-2-amine (0.0500 g, 0.120 mmol), ethanol (2 mL), and palladium 10% on activated carbon (0.013 g, 0.012 mmol) was stirred under 1 atm of H2 gas overnight. The catalyst was filtered through celite and the filtrate was concentrated in vacuo to provide (S)-2′-(neopentyloxy)-5H-spiro[oxazole-4,9′-xanthen]-2-amine as a white solid. Starting materials: C1CCCCC1, COc1cc(C=O)cc(OC)c1OC, CNC(=O)c1ccccc1Cl, CCOC(C)=O, [Li]C(C)CC, C1CCOC1, O. Product: CNC(=O)c1c(Cl)cccc1C(O)c1cc(OC)c(OC)c(OC)c1. Reaction SMILES: [CH2:37]1[CH2:38][CH2:39][CH2:40][CH2:41][CH2:42]1.[CH3:17][O:18][c:19]1[cH:20][c:21]([CH:22]=[O:23])[cH:24][c:25]([O:29][CH3:30])[c:26]1[O:27][CH3:28].[CH3:1][NH:2][C:3]([c:4]1[c:5]([Cl:10])[cH:6][cH:7][cH:8][cH:9]1)=[O:11].[CH3:43][CH2:44][O:45][C:46](=[O:47])[CH3:48].[CH:12]([Li:13])([CH2:14][CH3:15])[CH3:16].[O:32]1[CH2:33][CH2:34][CH2:35][CH2:36]1.[OH2:31]>>[CH3:1][NH:2][C:3]([c:4]1[c:5]([Cl:10])[cH:6][cH:7][cH:8][c:9]1[CH:22]([c:21]1[cH:20][c:19]([O:18][CH3:17])[c:26]([O:27][CH3:28])[c:25]([O:29][CH3:30])[cH:24]1)[OH:23])=[O:11]. The reactants are CC(=O)O, COc1ccc(C(=O)Nc2c(Cl)cc([N+](=O)[O-])cc2Cl)cc1OC1CCCC1, [Fe], [Na+], [Na+], O=C([O-])[O-]. The product is COc1ccc(C(=O)Nc2c(Cl)cc(N)cc2Cl)cc1OC1CCCC1. Reaction SMILES: [CH3:35][C:36](=[O:37])[OH:38].[Cl:1][c:2]1[c:3]([NH:12][C:13]([c:14]2[cH:15][c:16]([O:22][CH:23]3[CH2:24][CH2:25][CH2:26][CH2:27]3)[c:17]([O:20][CH3:21])[cH:18][cH:19]2)=[O:28])[c:4]([Cl:11])[cH:5][c:6]([N+:8]([O-:9])=[O:10])[cH:7]1.[Fe:39].[Na+:29].[Na+:30].[O-:31][C:32](=[O:33])[O-:34]>>[Cl:1][c:2]1[c:3]([NH:12][C:13]([c:14]2[cH:15][c:16]([O:22][CH:23]3[CH2:24][CH2:25][CH2:26][CH2:27]3)[c:17]([O:20][CH3:21])[cH:18][cH:19]2)=[O:28])[c:4]([Cl:11])[cH:5][c:6]([NH2:8])[cH:7]1. Starting materials: [N+](=O)([O-])C1=CC=C(OC2=CC=C(C=C2)CC(=O)O)C=C1 ([p-(p-nitrophenoxy)-phenyl]acetic acid). Reagents/catalysts: [Pt]=O (platinum oxide). The solvent is C(C)O (ethanol). Reaction conditions: time 2 hour. Product: NC1=CC=C(OC2=CC=C(C=C2)CC(=O)O)C=C1 ([p-(p-Aminophenoxy)phenyl]acetic Acid). The yield is 40.3%. RXN SMILES: [N+:1]([C:4]1[CH:20]=[CH:19][C:7]([O:8][C:9]2[CH:14]=[CH:13][C:12]([CH2:15][C:16]([OH:18])=[O:17])=[CH:11][CH:10]=2)=[CH:6][CH:5]=1)([O-])=O>C(O)C.[Pt]=O>[NH2:1][C:4]1[CH:5]=[CH:6][C:7]([O:8][C:9]2[CH:14]=[CH:13][C:12]([CH2:15][C:16]([OH:18])=[O:17])=[CH:11][CH:10]=2)=[CH:19][CH:20]=1. Procedure: To a solution of 13.65 g of [p-(p-nitrophenoxy)-phenyl]acetic acid in 100 ml of ethanol is added 130 mg of platinum oxide. The mixture is shaken under 45 lb hydrogen pressure in a Parr shaker. After 2 hours, a thick white solid precipitates. The mixture is filtered, and 200 mg of fresh platinum oxide is added to the filtrate which is subjected to the reducing conditions. After an additional hour, the mixture is filtered and washed with cold ethanol. The combined solids are dissolved in hot metha... Starting materials: solution, [H-].[Al+3].[Li+].[H-].[H-].[H-] (lithium aluminum hydride), ClC1=CC=C(C=C1)S(=O)(=O)N[C@@H]1[C@@H](CCC1)C(=O)OCC (cis-ethyl 2-(4-chlorophenylsulfonamido)cyclopentanecarboxylate). Run in O1CCCC1 (tetrahydrofuran), O1CCCC1 (tetrahydrofuran). Conditions: time 1 hour. Product: ClC1=CC=C(C=C1)S(=O)(=O)N[C@H]1[C@H](CCC1)CO (4-chloro-N-(cis-2-(hydroxymethyl)cyclopentyl)benzenesulfonamide). The yield is 100.1%. RXN SMILES: [H-].[Al+3].[Li+].[H-].[H-].[H-].[Cl:7][C:8]1[CH:13]=[CH:12][C:11]([S:14]([NH:17][C@H:18]2[CH2:22][CH2:21][CH2:20][C@H:19]2[C:23](OCC)=[O:24])(=[O:16])=[O:15])=[CH:10][CH:9]=1>O1CCCC1>[Cl:7][C:8]1[CH:13]=[CH:12][C:11]([S:14]([NH:17][C@@H:18]2[CH2:22][CH2:21][CH2:20][C@@H:19]2[CH2:23][OH:24])(=[O:15])=[O:16])=[CH:10][CH:9]=1 |f:0.1.2.3.4.5|. Reported procedure: A 1.0 M solution of lithium aluminum hydride in tetrahydrofuran (9.36 mL, 9.36 mmol) was added dropwise to a solution of cis-ethyl 2-(4-chlorophenylsulfonamido)cyclopentanecarboxylate (2.07 g, 6.24 mmol) in 40 mL anhydrous tetrahydrofuran under nitrogen at 0° C. The reaction was then stirred for 1 h at room temperature, then quenched by the slow addition of 100 mL ethyl acetate. The reaction was partitioned between 600 mL ethyl acetate and 300 mL saturated ammonium chloride. The organic layer wa... The reactants are CSC1=NC=C2C(=N1)N=C(NC2=O)C2=C(C=CC=C2)OCCC (7-methylthio-4-oxo-2-(2-propoxyphenyl)-3,4-dihydropyrimido[4,5-d]pyrimidine), NCCCO (3-amino-1-propanol). Run in C(C)O (ethanol). Yields the product OCCCNC1=NC=C2C(=N1)N=C(NC2=O)C2=C(C=CC=C2)OCCC (7-(3-Hydroxypropylamino)-4-oxo-2-(2-propoxyphenyl)-3,4-dihydropyrimido[4,5-d]pyrimidine). RXN SMILES: CS[C:3]1[N:8]=[C:7]2[N:9]=[C:10]([C:14]3[CH:19]=[CH:18][CH:17]=[CH:16][C:15]=3[O:20][CH2:21][CH2:22][CH3:23])[NH:11][C:12](=[O:13])[C:6]2=[CH:5][N:4]=1.[NH2:24][CH2:25][CH2:26][CH2:27][OH:28]>C(O)C>[OH:28][CH2:27][CH2:26][CH2:25][NH:24][C:3]1[N:8]=[C:7]2[N:9]=[C:10]([C:14]3[CH:19]=[CH:18][CH:17]=[CH:16][C:15]=3[O:20][CH2:21][CH2:22][CH3:23])[NH:11][C:12](=[O:13])[C:6]2=[CH:5][N:4]=1. Reported procedure: In a similar manner to Example 38, reaction of 7-methylthio-4-oxo-2-(2-propoxyphenyl)-3,4-dihydropyrimido[4,5-d]pyrimidine (0.45 g) and 3-amino-1-propanol (0.98 g) in ethanol (15 ml) yielded the title compound, 0.31 g, m.p. 185-6° C. (recrystallized from ethanol).